Dataset: the Open Reaction Database (ORD), a public repository of structured organic reaction records. Task: describe an organic reaction: reactants, conditions, products, and yield The reactants are C=CC12CCc3cc(O)ccc3C1C(CCCCCBr)CC1(C)C(O)CCC12, C1COCCN1. Product: C=CC12CCc3cc(O)ccc3C1C(CCCCCN1CCOCC1)CC1(C)C(O)CCC12. RXN SMILES: [Br:7][CH2:8][CH2:9][CH2:10][CH2:11][CH2:12][CH:13]1[CH:14]2[c:15]3[cH:16][cH:17][c:18]([OH:34])[cH:19][c:20]3[CH2:21][CH2:22][C:23]2([CH:32]=[CH2:33])[CH:24]2[CH2:25][CH2:26][CH:27]([OH:31])[C:28]2([CH3:29])[CH2:30]1.[CH2:1]1[CH2:2][O:3][CH2:4][CH2:5][NH:6]1>>[CH2:1]1[CH2:2][O:3][CH2:4][CH2:5][N:6]1[CH2:8][CH2:9][CH2:10][CH2:11][CH2:12][CH:13]1[CH:14]2[c:15]3[cH:16][cH:17][c:18]([OH:34])[cH:19][c:20]3[CH2:21][CH2:22][C:23]2([CH:32]=[CH2:33])[CH:24]2[CH2:25][CH2:26][CH:27]([OH:31])[C:28]2([CH3:29])[CH2:30]1. Reactants: [H-].[Na+] (sodium hydride), FC1=C(C=CC(=C1)[N+](=O)[O-])C(F)(F)F (2-fluoro-4-nitro-1-trifluoromethyl-benzene), CO (methanol). Run in C1CCOC1 (THF), C1CCOC1 (THF). Run at temperature 0 celsius, time 30 minute. Product: COC1=C(C=CC(=C1)[N+](=O)[O-])C(F)(F)F (2-methoxy-4-nitro-1-trifluoromethyl-benzene). As a reaction SMILES: [H-].[Na+].[CH3:3][OH:4].F[C:6]1[CH:11]=[C:10]([N+:12]([O-:14])=[O:13])[CH:9]=[CH:8][C:7]=1[C:15]([F:18])([F:17])[F:16]>C1COCC1>[CH3:3][O:4][C:6]1[CH:11]=[C:10]([N+:12]([O-:14])=[O:13])[CH:9]=[CH:8][C:7]=1[C:15]([F:18])([F:17])[F:16] |f:0.1|. Procedure details: Using the procedure for Example 113C, in a 100 mL round bottomed flask, sodium hydride (276 mg. 11.5 mmol) was suspended in 30 ml, of a dry THF and cooled to 0° C. To this solution methanol (427 μL, 10.56 mmol) was added and stirred for 30 minutes. This solution 2-fluoro-4-nitro-1-trifluoromethyl-benzene (2.0 g, 9.6 mmol) was added as a 2 mL THF solution. The reaction was allowed to warm to room temperature overnight with stirring. The reaction was concentrated and then partitioned between ethyl...